This data is from the Open Reaction Database (ORD), a public repository of structured organic reaction records. The task is: describe an organic reaction: reactants, conditions, products, and yield The solvent is N1=CC=CC=C1 (pyridine). Starting materials: NC1=C(OC2=C(C=C(C(=C2)Cl)Cl)S(=O)(=O)O)C=CC(=C1)C(F)(F)F (2-(2-amino-4-trifluoromethylphenoxy)-4,5-dichlorobenzenesulfonic acid), ClC1=C(C=C(C=C1)N=C=O)C(F)(F)F (4-chloro-3-trifluoromethylphenyl isocyanate). Procedure: A solution of 2-(2-amino-4-trifluoromethylphenoxy)-4,5-dichlorobenzenesulfonic acid (2 g, 4.8 mmol) and 4-chloro-3-trifluoromethylphenyl isocyanate (1.11 g, 5 mmol) in pyridine (20 mL) was stirred under argon for 72 hours (hereinafter h). The solvent was evaporated and the residue was flash chromatographed (silica gel, methylene chloride/ethanol/ammonium hydroxide) to give the title compound. 1H NMR (400 MHz, CD3OD) δ8.61 (d, 1H), 8.08 (s, 1H), 7.95 (d, 1H), 7.60 (dd, 1H), 7.43 (d, 1H), 7.30-7.3... Product: [NH4+].ClC1=C(C=C(C=C1)NC(NC1=C(OC2=C(C=C(C(=C2)Cl)Cl)S(=O)(=O)[O-])C=CC(=C1)C(F)(F)F)=O)C(F)(F)F (2-[2-[3(4-Chloro-3-(trifluoromethyl)phenyl]ureido]-4-(trifluoromethyl)phenoxy]-4,5-dichlorobenzenesulfonic acid, ammonium salt). RXN SMILES: [NH2:1][C:2]1[CH:20]=[C:19]([C:21]([F:24])([F:23])[F:22])[CH:18]=[CH:17][C:3]=1[O:4][C:5]1[CH:10]=[C:9]([Cl:11])[C:8]([Cl:12])=[CH:7][C:6]=1[S:13]([OH:16])(=[O:15])=[O:14].[Cl:25][C:26]1[CH:31]=[CH:30][C:29]([N:32]=[C:33]=[O:34])=[CH:28][C:27]=1[C:35]([F:38])([F:37])[F:36]>N1C=CC=CC=1>[NH4+:1].[Cl:25][C:26]1[CH:31]=[CH:30][C:29]([NH:32][C:33](=[O:34])[NH:1][C:2]2[CH:20]=[C:19]([C:21]([F:22])([F:23])[F:24])[CH:18]=[CH:17][C:3]=2[O:4][C:5]2[CH:10]=[C:9]([Cl:11])[C:8]([Cl:12])=[CH:7][C:6]=2[S:13]([O-:16])(=[O:15])=[O:14])=[CH:28][C:27]=1[C:35]([F:36])([F:37])[F:38] |f:3.4|.